This data is from the Open Reaction Database (ORD), a public repository of structured organic reaction records. The task is: describe an organic reaction: reactants, conditions, products, and yield The reactants are O(C1=CC=CC=C1)C1=CC=C(OCCSC2=NC=CC=N2)C=C1 (2-[2-(4-phenoxyphenoxy)ethylthio]pyrimidine), ClN1C(CCC1=O)=O (N-chlorosuccinimide). Run in C(Cl)(Cl)(Cl)Cl (carbon tetrachloride). Run at time 8 hour. The product is ClC(COC1=CC=C(C=C1)OC1=CC=CC=C1)SC1=NC=CC=N1 (2-[1-chloro-2-(4-phenoxyphenoxy)ethylthio]pyrimidine). The yield is 74.7%. Reaction SMILES: [O:1]([C:8]1[CH:23]=[CH:22][C:11]([O:12][CH2:13][CH2:14][S:15][C:16]2[N:21]=[CH:20][CH:19]=[CH:18][N:17]=2)=[CH:10][CH:9]=1)[C:2]1[CH:7]=[CH:6][CH:5]=[CH:4][CH:3]=1.[Cl:24]N1C(=O)CCC1=O>C(Cl)(Cl)(Cl)Cl>[Cl:24][CH:14]([S:15][C:16]1[N:17]=[CH:18][CH:19]=[CH:20][N:21]=1)[CH2:13][O:12][C:11]1[CH:22]=[CH:23][C:8]([O:1][C:2]2[CH:3]=[CH:4][CH:5]=[CH:6][CH:7]=2)=[CH:9][CH:10]=1. Procedure details: To a solution of 2-[2-(4-phenoxyphenoxy)ethylthio]pyrimidine (324 mg, 1.0 mmol) in carbon tetrachloride (3 ml), there was added N-chlorosuccinimide (160 mg, 1.2 mmol) with stirring under ice-cooling. The reaction system was gradually elevated to room temperature, and stirring was continued overnight. The precipitate was separated by filtration, and the filtrate was concentrated. Recrystallization of the residue from cyclohexane gave 2-[1-chloro-2-(4-phenoxyphenoxy)ethylthio]pyrimidine (268 mg) a... Reactants: CC(C)(C)OC(=O)N1CCC(O)CC1, C1CCOC1, Clc1cc(-c2ccc(OC3CCCCC3)cc2)c(C2CCCCC2)nn1, [H-], [Na+]. Product: CC(C)(C)OC(=O)N1CCC(Oc2cc(-c3ccc(OC4CCCCC4)cc3)c(C3CCCCC3)nn2)CC1. RXN SMILES: [C:1]([CH3:2])([CH3:3])([CH3:4])[O:5][C:6](=[O:7])[N:8]1[CH2:9][CH2:10][CH:11]([OH:14])[CH2:12][CH2:13]1.[CH2:43]1[O:44][CH2:45][CH2:46][CH2:47]1.[Cl:17][c:18]1[cH:19][c:20](-[c:30]2[cH:31][cH:32][c:33]([O:36][CH:37]3[CH2:38][CH2:39][CH2:40][CH2:41][CH2:42]3)[cH:34][cH:35]2)[c:21]([CH:24]2[CH2:25][CH2:26][CH2:27][CH2:28][CH2:29]2)[n:22][n:23]1.[H-:15].[Na+:16]>>[C:1]([CH3:2])([CH3:3])([CH3:4])[O:5][C:6](=[O:7])[N:8]1[CH2:9][CH2:10][CH:11]([O:14][c:18]2[cH:19][c:20](-[c:30]3[cH:31][cH:32][c:33]([O:36][CH:37]4[CH2:38][CH2:39][CH2:40][CH2:41][CH2:42]4)[cH:34][cH:35]3)[c:21]([CH:24]3[CH2:25][CH2:26][CH2:27][CH2:28][CH2:29]3)[n:22][n:23]2)[CH2:12][CH2:13]1. The reactants are C(C)(C)N(CC)C(C)C (Diisopropylethylamine), C(C)(C)(C)OC(=O)NCCCCN (4-t-butoxycarbonylamino-butylamine), C(C)OC(=O)C=1C=C(C=CC1)NC1=NC=CC(=N1)C1=C(N=C(S1)Cl)C(F)(F)F (N-[3-ethoxycarbonyl-phenyl]-4-[2-chloro-4-trifluoromethyl-5-thiazolyl]-2-pyrimidineamine). Solvent: C(C)#N (acetonitrile). Yields the product C(C)OC(=O)C=1C=C(C=CC1)NC1=NC=CC(=N1)C1=C(N=C(S1)NCCCCNC(=O)OC(C)(C)C)C(F)(F)F (N-[3-ethoxycarbonyl-phenyl]-4-[2-(4-t-butoxycarbonylaminobutylamino)-4-trifluoromethyl-5-thiazolyl]-2-pyrimidineamine). RXN SMILES: C(N(C(C)C)CC)(C)C.[C:10]([O:14][C:15]([NH:17][CH2:18][CH2:19][CH2:20][CH2:21][NH2:22])=[O:16])([CH3:13])([CH3:12])[CH3:11].[CH2:23]([O:25][C:26]([C:28]1[CH:29]=[C:30]([NH:34][C:35]2[N:40]=[C:39]([C:41]3[S:45][C:44](Cl)=[N:43][C:42]=3[C:47]([F:50])([F:49])[F:48])[CH:38]=[CH:37][N:36]=2)[CH:31]=[CH:32][CH:33]=1)=[O:27])[CH3:24]>C(#N)C>[CH2:23]([O:25][C:26]([C:28]1[CH:29]=[C:30]([NH:34][C:35]2[N:40]=[C:39]([C:41]3[S:45][C:44]([NH:22][CH2:21][CH2:20][CH2:19][CH2:18][NH:17][C:15]([O:14][C:10]([CH3:13])([CH3:12])[CH3:11])=[O:16])=[N:43][C:42]=3[C:47]([F:49])([F:50])[F:48])[CH:38]=[CH:37][N:36]=2)[CH:31]=[CH:32][CH:33]=1)=[O:27])[CH3:24]. Procedure details: Diisopropylethylamine (0.1 mL, 0.6 mmol) and 4-t-butoxycarbonylamino-butylamine (25 mg, 1.4 mmol) are added to a solution of N-[3-ethoxycarbonyl-phenyl]-4-[2-chloro-4-trifluoromethyl-5-thiazolyl]-2-pyrimidineamine (52 mg, 0.12 mmol) in 50 mL anhydrous acetonitrile. The mixture is then heated to reflux overnight. The reaction is stopped, cooled to room temperature and concentrated. Water (30 mL) is added and the reaction mixture is extracted with ethyl acetate (3×100 mL). The combined organic lay... Starting materials: CC(=O)O[BH-](OC(C)=O)OC(C)=O, O=C([O-])O, ClCCl, CC(=O)O, O=Cc1cccc([N+](=O)[O-])c1, [Na+], [Na+], COc1ccc(-c2cc3ccccc3[nH]2)cc1N. As a reaction SMILES: [C:30]([O:31][BH-:32]([O:33][C:34](=[O:35])[CH3:36])[O:37][C:38](=[O:39])[CH3:40])(=[O:41])[CH3:42].[C:44](=[O:45])([OH:46])[O-:47].[CH2:49]([Cl:50])[Cl:51].[CH3:52][C:53](=[O:54])[OH:55].[N+:1](=[O:2])([O-:3])[c:4]1[cH:5][c:6]([CH:7]=[O:8])[cH:9][cH:10][cH:11]1.[Na+:43].[Na+:48].[nH:12]1[c:13](-[c:21]2[cH:22][cH:23][c:24]([O:28][CH3:29])[c:25]([NH2:27])[cH:26]2)[cH:14][c:15]2[cH:16][cH:17][cH:18][cH:19][c:20]12>>[N+:1](=[O:2])([O-:3])[c:4]1[cH:5][c:6]([CH2:7][NH:27][c:25]2[c:24]([O:28][CH3:29])[cH:23][cH:22][c:21](-[c:13]3[nH:12][c:20]4[c:15]([cH:14]3)[cH:16][cH:17][cH:18][cH:19]4)[cH:26]2)[cH:9][cH:10][cH:11]1. The product is COc1ccc(-c2cc3ccccc3[nH]2)cc1NCc1cccc([N+](=O)[O-])c1. As a reaction SMILES: [CH2:1]([C:13]1[NH:14][C:15]2[C:20]([CH:21]=1)=[CH:19][C:18]([C:22]([OH:24])=[O:23])=[CH:17][CH:16]=2)[CH2:2][CH2:3][CH2:4][CH2:5][CH2:6][CH2:7][CH2:8][CH2:9][CH2:10][CH2:11][CH3:12].Cl>C(O)CCC>[CH2:1]([C:13]1[NH:14][C:15]2[C:20]([CH:21]=1)=[CH:19][C:18]([C:22]([O:24][CH2:13][CH2:1][CH2:2][CH3:3])=[O:23])=[CH:17][CH:16]=2)[CH2:2][CH2:3][CH2:4][CH2:5][CH2:6][CH2:7][CH2:8][CH2:9][CH2:10][CH2:11][CH3:12]. Starting materials: C(CCCCCCCCCCC)C=1NC2=CC=C(C=C2C1)C(=O)O (2-(n-dodecyl)indole-5-carboxylic acid), Cl (hydrochloric acid). Solvent: C(CCC)O (n-butanol). Reported procedure: A solution of 2-(n-dodecyl)indole-5-carboxylic acid (15.0 g) in n-butanol (100 ml) containing aqueous hydrochloric acid (10ml of strength 36.5% w/v) was heated on a steam bath for 8 hours. The solution was concentrated in vacuo to about one half of its volume, diethyl ether (300 ml) was added, and the solution was washed with water and was dried over magnesium sulphate. Evaporation of the solvent in vacuo gave a residue which was recrystallised from methanol to give n-butyl 2-(n-dodecyl)indole-5... The product is C(CCCCCCCCCCC)C=1NC2=CC=C(C=C2C1)C(=O)OCCCC (n-butyl 2-(n-dodecyl)indole-5-carboxylate). The yield is 109.4%. Yield: 36.0%. The product is CC1(N(C(N(C1=O)C1=CC(=C(C=C1)NC(=O)NC(CC)C)C)=O)CCCCCCCCCSCCCC(C(F)(F)F)(F)F)C (1-[4-(4,4-dimethyl-2,5-dioxo-3-{9-[(4,4,5,5,5-pentafluoropentyl)sulphanyl]nonyl}imidazolidin-1-yl)-2-methylphenyl]-3-(1-methylpropyl)urea). As a reaction SMILES: [NH2:1][C:2]1[CH:7]=[CH:6][C:5]([N:8]2[C:12](=[O:13])[C:11]([CH3:15])([CH3:14])[N:10]([CH2:16][CH2:17][CH2:18][CH2:19][CH2:20][CH2:21][CH2:22][CH2:23][CH2:24][S:25][CH2:26][CH2:27][CH2:28][C:29]([F:35])([F:34])[C:30]([F:33])([F:32])[F:31])[C:9]2=[O:36])=[CH:4][C:3]=1[CH3:37].[CH:38]([N:42]=[C:43]=[O:44])([CH2:40][CH3:41])[CH3:39].O>ClCCCl>[CH3:14][C:11]1([CH3:15])[C:12](=[O:13])[N:8]([C:5]2[CH:6]=[CH:7][C:2]([NH:1][C:43]([NH:42][CH:38]([CH3:39])[CH2:40][CH3:41])=[O:44])=[C:3]([CH3:37])[CH:4]=2)[C:9](=[O:36])[N:10]1[CH2:16][CH2:17][CH2:18][CH2:19][CH2:20][CH2:21][CH2:22][CH2:23][CH2:24][S:25][CH2:26][CH2:27][CH2:28][C:29]([F:35])([F:34])[C:30]([F:33])([F:31])[F:32]. Starting materials: NC1=C(C=C(C=C1)N1C(N(C(C1=O)(C)C)CCCCCCCCCSCCCC(C(F)(F)F)(F)F)=O)C (3-(4-amino-3-methylphenyl)-5,5-dimethyl-1-{9-[(4,4,5,5,5-pentafluoro pentyl)sulphanyl]nonyl}imidazolidine-2,4-dione), C(C)(CC)N=C=O (sec-butylisocyanate), O (water). Procedure: The compound of Example 25 (395 mg, 0.72 mmole) is dissolved in anhydrous 1,2-dichloroethane (10 ml) under an argon atmosphere, before the dropwise addition of sec-butylisocyanate (0.35 ml, 3 mmoles) at 23° C. The mixture is then heated under reflux for 24 hours. The reaction medium is then poured onto cold water and extracted using CH2Cl2. After decantation, the organic phase is washed with water and salt water. The organic solution is then dried over MgSO4, filtered, concentrated to dryness un... Solvent: ClCCCl (1,2-dichloroethane). Starting materials: BrCC(=O)C1=CC(=C(C=C1)O)OC (2-bromo-4′-hydroxy-3′-methoxyacetophenone), NC1=NC=C(C=C1)I (2-amino-5-iodopyridine). Run in C(C)#N (acetonitrile). The product is Br.OC1=C(C=C(C=C1)C=1N=C2N(C=C(C=C2)I)C1)OC (2-(4′-hydroxy-3′-methoxyphenyl)-6-iodoimidazo[1,2-a]pyridine hydrobromide salt). RXN SMILES: [Br:1][CH2:2][C:3]([C:5]1[CH:10]=[CH:9][C:8]([OH:11])=[C:7]([O:12][CH3:13])[CH:6]=1)=O.[NH2:14][C:15]1[CH:20]=[CH:19][C:18]([I:21])=[CH:17][N:16]=1>C(#N)C>[BrH:1].[OH:11][C:8]1[CH:9]=[CH:10][C:5]([C:3]2[N:14]=[C:15]3[CH:20]=[CH:19][C:18]([I:21])=[CH:17][N:16]3[CH:2]=2)=[CH:6][C:7]=1[O:12][CH3:13] |f:3.4|. Procedure details: First, 2-bromo-4′-hydroxy-3′-methoxyacetophenone and 2-amino-5-iodopyridine are dissolved in an inactive solvent such as acetonitrile, and are allowed to react with each other at a reflux temperature for 2 to 6 hours to produce 2-(4′-hydroxy-3′-methoxyphenyl)-6-iodoimidazo[1,2-a]pyridine hydrobromide salt as white precipitates. The solvent used in this instance may be acetonitrile or another solvent that is usually employed in a similar reaction, for example, methanol and acetone. The reaction t... Reactants: ClN1C(CCC1=O)=O (N-chlorosuccinimide), FC1=CC=C(C=C1)C#CC1=C(N=CS1)NC(OC(C)(C)C)=O (tert-butyl N-{5-[2-(4-fluorophenyl)ethynyl]-1,3-thiazol-4-yl}carbamate), solution, [Li]CCCC (n-BuLi). The solvent is C1CCOC1 (THF), C1CCOC1 (THF), CCCCCC (n-hexane). Conditions: temperature -78 celsius, time 20 minute. Product: ClC=1SC(=C(N1)NC(OC(C)(C)C)=O)C#CC1=CC=C(C=C1)F (tert-butyl N-{2-chloro-5-[2-(4-fluorophenyl)ethynyl]-1,3-thiazol-4-yl}-carbamate). The yield is 78.8%. RXN SMILES: [F:1][C:2]1[CH:7]=[CH:6][C:5]([C:8]#[C:9][C:10]2[S:14][CH:13]=[N:12][C:11]=2[NH:15][C:16](=[O:22])[O:17][C:18]([CH3:21])([CH3:20])[CH3:19])=[CH:4][CH:3]=1.[Li]CCCC.[Cl:28]N1C(=O)CCC1=O>C1COCC1.CCCCCC>[Cl:28][C:13]1[S:14][C:10]([C:9]#[C:8][C:5]2[CH:6]=[CH:7][C:2]([F:1])=[CH:3][CH:4]=2)=[C:11]([NH:15][C:16](=[O:22])[O:17][C:18]([CH3:19])([CH3:21])[CH3:20])[N:12]=1. Procedure details: 2.63 g (8.26 mmol) of tert-butyl N-{5-[2-(4-fluorophenyl)ethynyl]-1,3-thiazol-4-yl}carbamate are dissolved in 100 ml of dry THF in a dried Schlenk flask under nitrogen and cooled to −78° C. 11 ml of a 15% solution of n-BuLi in n-hexane are then slowly added dropwise, and the mixture is stirred at −78° C. for 20 min. 1120 mg (8.38 mmol) of N-chlorosuccinimide dissolved in 1 ml of dry THF are subsequently added dropwise, and the mixture is stirred at −78° C. for 15 min, then quenched using 10 ml o...